This data is from the Open Reaction Database (ORD), a public repository of structured organic reaction records. The task is: describe an organic reaction: reactants, conditions, products, and yield Starting materials: [BH4-].[Na+] (Sodium borohydride), BrC1=C(C=CC=C1)C=1CCCN1 (5-(2-Bromophenyl)-3,4-dihydro-2H-pyrrole), BrC1=C(C=CC=C1)C=1CCCN1 (5-(2-Bromophenyl)-3,4-dihydro-2H-pyrrole), C(C)(=O)O (acetic acid). Run in CO (methanol). Conditions: temperature -65 celsius, time 30 minute. Product: BrC1=C(C=CC=C1)C1NCCC1 (2-(2-bromophenyl)pyrrolidine). Yield: 77.1%. As a reaction SMILES: [Br:1][C:2]1[CH:7]=[CH:6][CH:5]=[CH:4][C:3]=1[C:8]1[CH2:9][CH2:10][CH2:11][N:12]=1.C(O)(=O)C.[BH4-].[Na+]>CO>[Br:1][C:2]1[CH:7]=[CH:6][CH:5]=[CH:4][C:3]=1[CH:8]1[CH2:9][CH2:10][CH2:11][NH:12]1 |f:2.3|. Reported procedure: 5-(2-Bromophenyl)-3,4-dihydro-2H-pyrrole (compound 8; 393 mmol, 88 g) was dissolved in methanol (1300 mL), then the acetic acid (330 mL) was added and the solution cooled to −65° C. under a nitrogen atmosphere. Sodium borohydride (589 mmol, 22.28 g) was added portionwise over 1 hour. The reaction was stirred at −65° C. for 30 minutes, then the cooling bath was removed and the reaction mixture temperature was allowed to rise to room temperature. The bulk of the methanol was removed under vacuum t... Reactants: OC(COC(NCCNCCNC(OCC(C)O)=O)=O)C (bis(2-hydroxypropyl)(imino diethylene)bis carbamate), C(CCC)N (n-butylamine), C([O-])(O)=O.[Na+] (sodium bicarbonate), -N(CH2CH2NHCO2CH2CH(CH3)OH)2, NC1=CC=CC=C1 (aniline), N1=C(Cl)N=C(Cl)N=C1Cl (cyanuric chloride), N1=C(Cl)N=C(Cl)N=C1Cl (cyanuric chloride), C(CCC)N (n-butylamine). The solvent is C(C)OC(C)=O (ethylacetate), C(CCC)O (n-butanol). Conditions: temperature 2.5 celsius, time 5.5 hour. Yields the product OC(COC(=O)NCCN1C(N=C(N=C1NC1=CC=CC=C1)NCCCC)N)C ((2-hydroxypropoxy carbonylaminoethyl]-amino-4-butylamino-6-anilino-s-triazine). Reaction SMILES: OC(C)COC(=O)NC[CH2:8][NH:9][CH2:10][CH2:11][NH:12][C:13](=[O:19])[O:14][CH2:15][CH:16]([OH:18])[CH3:17].[N:22]1[C:29](Cl)=[N:28]C(Cl)=[N:25][C:23]=1Cl.C(=O)(O)[O-].[Na+].[CH2:36]([NH2:40])[CH2:37][CH2:38][CH3:39].[NH2:41][C:42]1[CH:47]=[CH:46][CH:45]=[CH:44][CH:43]=1>C(O)CCC.C(OC(=O)C)C>[OH:18][CH:16]([CH3:17])[CH2:15][O:14][C:13]([NH:12][CH2:11][CH2:10][N:9]1[C:8]([NH:41][C:42]2[CH:47]=[CH:46][CH:45]=[CH:44][CH:43]=2)=[N:25][C:23]([NH:40][CH2:36][CH2:37][CH2:38][CH3:39])=[N:22][CH:29]1[NH2:28])=[O:19] |f:2.3|. Procedure: To a suitably equipped 3-necked flask, are added 15.6 g (0.05 m) of bis(2-hydroxypropyl)(imino diethylene)bis carbamate dissolved in 50 g of n-butanol. To this solution are added slowly 9.2 g (0.05 m) of cyanuric chloride dissolved in 75 g of ethylacetate. The reaction mixture is allowed to stir at 0-5° C. and progress of the reaction is monitored by tlc. After all the cyanuric chloride is reacted to the mono substituted product, 8.4 g of sodium bicarbonate and 3.65 g (0.05 m) of n-butylamine ar... Reactants: C(#N)[BH3-].[Na+] (Sodium cyanoborohydride), C1(CCCCC1)N1N=CC(=C1COC)C1=NC(=NO1)C1=CC=C(C=O)C=C1 (4-(5-(1-cyclohexyl-5-(methoxymethyl)-1H-pyrazol-4-yl)-1,2,4-oxadiazol-3-yl)benzaldehyde), C(C)(C)N (isopropylamine), C(C)(=O)O (acetic acid). As a reaction SMILES: C([BH3-])#N.[Na+].[CH:5]1([N:11]2[C:15]([CH2:16][O:17][CH3:18])=[C:14]([C:19]3[O:23][N:22]=[C:21]([C:24]4[CH:31]=[CH:30][C:27]([CH:28]=O)=[CH:26][CH:25]=4)[N:20]=3)[CH:13]=[N:12]2)[CH2:10][CH2:9][CH2:8][CH2:7][CH2:6]1.[CH:32]([NH2:35])([CH3:34])[CH3:33].C(O)(=O)C>CO>[CH:5]1([N:11]2[C:15]([CH2:16][O:17][CH3:18])=[C:14]([C:19]3[O:23][N:22]=[C:21]([C:24]4[CH:25]=[CH:26][C:27]([CH2:28][NH:35][CH:32]([CH3:34])[CH3:33])=[CH:30][CH:31]=4)[N:20]=3)[CH:13]=[N:12]2)[CH2:6][CH2:7][CH2:8][CH2:9][CH2:10]1 |f:0.1|. Run in CO (methanol). Yields the product C1(CCCCC1)N1N=CC(=C1COC)C1=NC(=NO1)C1=CC=C(CNC(C)C)C=C1 (N-(4-(5-(1-cyclohexyl-5-(methoxymethyl)-1H-pyrazol-4-yl)-1,2,4-oxadiazol-3-yl)benzyl)propan-2-amine). Conditions: time 8 hour. Reported procedure: Sodium cyanoborohydride (18.0 mg; 0.286 mmol) was added to a solution of 4-(5-(1-cyclohexyl-5-(methoxymethyl)-1H-pyrazol-4-yl)-1,2,4-oxadiazol-3-yl)benzaldehyde (95.3 mg; 0.26 mmol) and isopropylamine (44.3 μL; 0.52 mmol) in methanol (3 mL) and acetic acid (47 μL; 0.78 mmol) and the mixture was stirred at room temperature overnight. The solvent was removed in vacuo and water (3 mL) was added and the product extracted into DCM (3×2 mL). The combined organic fractions were passed through a hydroph... Reactants: [OH-].[Na+] (sodium hydroxide), ClC1=CC(=CC2=C1OC1=C(S(C2)(=O)=O)C=C(C=C1C)C(=O)O)NC=O (4-Chloro-2-formylamino-6-methyl-10,10-dioxo-10,11-dihydro-5-oxa-10lambda*6*-thia-dibenzo[a,d]cycloheptene-8-carboxylic acid). The solvent is O (water), CO (methanol). Conditions: temperature 25 celsius, time 15 minute. Product: [Na+].ClC1=CC(=CC2=C1OC1=C(S(C2)(=O)=O)C=C(C=C1C)C(=O)[O-])NC=O (4-Chloro-2-formylamino-6-methyl-10,10-dioxo-10,11-dihydro-5-oxa-10lambda*6*-thia-dibenzo[a,d]cycloheptene-8-carboxylic acid sodium salt). As a reaction SMILES: [OH-].[Na+:2].[Cl:3][C:4]1[C:9]2[O:10][C:11]3[C:20]([CH3:21])=[CH:19][C:18]([C:22]([OH:24])=[O:23])=[CH:17][C:12]=3[S:13](=[O:16])(=[O:15])[CH2:14][C:8]=2[CH:7]=[C:6]([NH:25][CH:26]=[O:27])[CH:5]=1>O.CO>[Na+:2].[Cl:3][C:4]1[C:9]2[O:10][C:11]3[C:20]([CH3:21])=[CH:19][C:18]([C:22]([O-:24])=[O:23])=[CH:17][C:12]=3[S:13](=[O:15])(=[O:16])[CH2:14][C:8]=2[CH:7]=[C:6]([NH:25][CH:26]=[O:27])[CH:5]=1 |f:0.1,5.6|. Reported procedure: A solution of sodium hydroxide (0.0108 g, 0.27 mmol) in water (0.1 mL) was added to the solution of Example 7 (0.104 g, 0.27 mmol) in methanol (5 mL) and stirred at 25° C. for 15 min, the solvent was removed and dried to obtain the title compound. Yield: 0.11 g, (100%); 1H NMR (DMSO-d6, 300 MHz): δ 2.58 (s, 3H, CH3), 5.16 (s, 2H, CH2), 7.69 (d, 1H, Ar), 7.87 (d, 1H, Ar), 7.95 (s, 1H, Ar), 8.11 (s, 1H, Ar), 8.30 (s, 1H, CHO), 10.78 (s, 1H, NH); MS: m/e (ES−) 380 (M-Na); analysis: C16H11ClNNaO6S.2... The reactants are O=C([O-])[O-], CC(C)=O, O=C(CCl)N1CCCC1, [Cs+], [Cs+], Cc1cc(O)cc(C)c1C=O. Yields the product Cc1cc(OCC(=O)N2CCCC2)cc(C)c1C=O. Reaction SMILES: [C:21](=[O:22])([O-:23])[O-:24].[CH3:27][C:28](=[O:29])[CH3:30].[Cl:12][CH2:13][C:14](=[O:15])[N:16]1[CH2:17][CH2:18][CH2:19][CH2:20]1.[Cs+:25].[Cs+:26].[OH:1][c:2]1[cH:3][c:4]([CH3:11])[c:5]([CH:6]=[O:7])[c:8]([CH3:10])[cH:9]1>>[O:1]([c:2]1[cH:3][c:4]([CH3:11])[c:5]([CH:6]=[O:7])[c:8]([CH3:10])[cH:9]1)[CH2:13][C:14](=[O:15])[N:16]1[CH2:17][CH2:18][CH2:19][CH2:20]1. Reactants: [H-].COCCO[Al+]OCCOC.[Na+].[H-] (Sodium bis(2-methoxyethoxy)aluminum hydride), C(C)C(CC)(C1=CC(=C(C=C1)C#CC(C(F)(F)F)(C(F)(F)F)O)C)C1=CC(=C(C=C1)O)C (4-{1-ethyl-1-[3-methyl-4-(4,4,4-trifluoro-3-hydroxy-3-trifluoromethyl-1-butynyl)-phenyl]-propyl}-2-methyl-phenol), Cl (hydrochloric acid). The solvent is O1CCCC1 (tetrahydrofuran). Conditions: temperature 0 celsius, time 1 hour. Product: C(C)C(CC)(C1=CC(=C(C=C1)\C=C\C(C(F)(F)F)(C(F)(F)F)O)C)C1=CC(=C(C=C1)O)C (4-{1-ethyl-1-[3-methyl-4-((E)-4,4,4-trifluoro-3-hydroxy-3-trifluoromethyl-1-butenyl)-phenyl]-propyl}-2-methyl-phenol). Yield: 70.2%. As a reaction SMILES: [H-].COCCO[Al+]OCCOC.[Na+].[H-].[CH2:15]([C:17]([C:39]1[CH:44]=[CH:43][C:42]([OH:45])=[C:41]([CH3:46])[CH:40]=1)([C:20]1[CH:25]=[CH:24][C:23]([C:26]#[C:27][C:28]([OH:37])([C:33]([F:36])([F:35])[F:34])[C:29]([F:32])([F:31])[F:30])=[C:22]([CH3:38])[CH:21]=1)[CH2:18][CH3:19])[CH3:16].Cl>O1CCCC1>[CH2:15]([C:17]([C:39]1[CH:44]=[CH:43][C:42]([OH:45])=[C:41]([CH3:46])[CH:40]=1)([C:20]1[CH:25]=[CH:24][C:23](/[CH:26]=[CH:27]/[C:28]([OH:37])([C:33]([F:34])([F:35])[F:36])[C:29]([F:32])([F:31])[F:30])=[C:22]([CH3:38])[CH:21]=1)[CH2:18][CH3:19])[CH3:16] |f:0.1.2.3|. Procedure details: Sodium bis(2-methoxyethoxy)aluminum hydride (65 wt % solution in toluene, 17 mL, 56.74 mmol) was added to a solution of 4-{1-ethyl-1-[3-methyl-4-(4,4,4-trifluoro-3-hydroxy-3-trifluoromethyl-1-butynyl)-phenyl]-propyl}-2-methyl-phenol (Example 25-(1); 8.67 g, 18.91 mmol) in tetrahydrofuran (100 mL) in a nitrogen atmosphere at 0° C., and the mixture was stirred at 0° C. for one hour. The reaction mixture was then poured into 1 N hydrochloric acid aqueous solution, followed by extraction with dichlo...